This data is from the Open Reaction Database (ORD), a public repository of structured organic reaction records. The task is: describe an organic reaction: reactants, conditions, products, and yield The reactants are OCC=1C=C2C=C(NC2=CC1)C=1C2=C(NN1)C=C(S2)C(=O)O (3-(5-hydroxymethyl-1H-indol-2-yl)-1H-thieno[3,2-c]pyrazole-5-carboxylic acid), C(C)N=C=NCCCN(C)C (1-ethyl-3-(3-dimethylaminopropyl)carbodiimide), ON1N=NC2=C1C=CC=C2 (1-hydroxybenzotriazole), C(C)(C)N(CC)C(C)C (diisopropylethylamine), FC1=CC=C(C=C1)N1CCNCC1 (1-(4-fluorophenyl)piperazine). Solvent: CO (methanol), CN(C=O)C (dimethyl formamide), C(C)(=O)OCC (ethyl acetate). Conditions: time 10 minute. Product: FC1=CC=C(C=C1)N1CCN(CC1)C(=O)C1=CC=2NN=C(C2S1)C=1NC2=CC=C(C=C2C1)CO ([4-(4-fluoro-phenyl)-piperazin-1-yl]-[3-(5-hydroxymethyl-1H-indol-2-yl)-1H-thieno[3,2-c]pyrazol-5-yl]-methanone). The yield is 58.4%. RXN SMILES: [OH:1][CH2:2][C:3]1[CH:4]=[C:5]2[C:9](=[CH:10][CH:11]=1)[NH:8][C:7]([C:12]1[C:13]3[S:19][C:18]([C:20]([OH:22])=O)=[CH:17][C:14]=3[NH:15][N:16]=1)=[CH:6]2.C(N=C=NCCCN(C)C)C.ON1C2C=CC=CC=2N=N1.C(N(C(C)C)CC)(C)C.[F:53][C:54]1[CH:59]=[CH:58][C:57]([N:60]2[CH2:65][CH2:64][NH:63][CH2:62][CH2:61]2)=[CH:56][CH:55]=1>CN(C)C=O.C(OCC)(=O)C.CO>[F:53][C:54]1[CH:55]=[CH:56][C:57]([N:60]2[CH2:65][CH2:64][N:63]([C:20]([C:18]3[S:19][C:13]4[C:12]([C:7]5[NH:8][C:9]6[C:5]([CH:6]=5)=[CH:4][C:3]([CH2:2][OH:1])=[CH:11][CH:10]=6)=[N:16][NH:15][C:14]=4[CH:17]=3)=[O:22])[CH2:62][CH2:61]2)=[CH:58][CH:59]=1. Procedure details: To a solution of 3-(5-hydroxymethyl-1H-indol-2-yl)-1H-thieno[3,2-c]pyrazole-5-carboxylic acid [124 mg, 0.396 mmol, Example (37)] in dimethyl formamide (5 mL) is added 1-ethyl-3-(3-dimethylaminopropyl)carbodiimide (91 mg, 0.474 mmol) and 1-hydroxybenzotriazole (54 mg, 0.399 mmol). After stirring for 10 minutes, to it is added diisopropylethylamine (0.138 mL) and 1-(4-fluorophenyl)piperazine (79 mg, 0.438 mmol). The resulting yellow solution mixture is stirred at room temperature overnight. The re...